Dataset: the Open Reaction Database (ORD), a public repository of structured organic reaction records. Task: describe an organic reaction: reactants, conditions, products, and yield Reactants: COC1=C(C(C(C1)O)=O)CCCCCCC(=O)OC (methyl 2-methoxy-4-hydroxy-5-oxocyclopent-1-eneheptanoate), CO (methanol), Cl (hydrochloric acid). Solvent: O1CCCC1 (tetrahydrofuran), O1CCCC1 (tetrahydrofuran). Run at time 4 hour. Product: OC1C=C(C(C1)=O)CCCCCCC(=O)OC (methyl 3-hydroxy-5-oxocyclopent-1-eneheptanoate). Reaction SMILES: C[O:2][C:3]1[CH2:7][CH:6]([OH:8])[C:5](=O)[C:4]=1[CH2:10][CH2:11][CH2:12][CH2:13][CH2:14][CH2:15][C:16]([O:18][CH3:19])=[O:17].CO.Cl>O1CCCC1>[OH:8][CH:6]1[CH2:7][C:3](=[O:2])[C:4]([CH2:10][CH2:11][CH2:12][CH2:13][CH2:14][CH2:15][C:16]([O:18][CH3:19])=[O:17])=[CH:5]1. Reported procedure: 10 Parts of sulfuric acid is treated with 9 parts of 20% fuming sulfuric acid and allowed to stand at room temperature for 10 minutes. 1.25 Parts by volume of that solution then is added dropwise to 28.5 parts by volume of 1M lithium aluminum hydride in tetrahydrofuran. After the addition is complete, the temperature is maintained at -60° for 15 minutes and then allowed to rise to room temperature. The aluminum hydride solution so obtained is cooled to -60° and added rapidly to a solution of 6.9... Yields the product CCC(CC)(c1ccc(C#CC2(O)CCCCC2)c(C)c1)c1ccc(-c2cncc(CC(=O)OC)c2)c(C)c1. As a reaction SMILES: [CH3:19][O:20][C:21]([CH2:22][c:23]1[cH:24][n:25][cH:26][c:27](-[c:29]2[c:30]([CH3:60])[cH:31][c:32]([C:35]([CH2:36][CH3:37])([c:38]3[cH:39][c:40]([CH3:57])[c:41]([C:44]#[C:45][C:46]4([O:52][Si:53]([CH3:54])([CH3:55])[CH3:56])[CH2:47][CH2:48][CH2:49][CH2:50][CH2:51]4)[cH:42][cH:43]3)[CH2:58][CH3:59])[cH:33][cH:34]2)[cH:28]1)=[O:61].[CH3:2][CH2:3][CH2:4][CH2:5][N+:6]([CH2:7][CH2:8][CH2:9][CH3:10])([CH2:11][CH2:12][CH2:13][CH3:14])[CH2:15][CH2:16][CH2:17][CH3:18].[F-:1].[O:62]1[CH2:63][CH2:64][CH2:65][CH2:66]1>>[CH3:19][O:20][C:21]([CH2:22][c:23]1[cH:24][n:25][cH:26][c:27](-[c:29]2[c:30]([CH3:60])[cH:31][c:32]([C:35]([CH2:36][CH3:37])([c:38]3[cH:39][c:40]([CH3:57])[c:41]([C:44]#[C:45][C:46]4([OH:52])[CH2:47][CH2:48][CH2:49][CH2:50][CH2:51]4)[cH:42][cH:43]3)[CH2:58][CH3:59])[cH:33][cH:34]2)[cH:28]1)=[O:61]. The reactants are CCC(CC)(c1ccc(C#CC2(O[Si](C)(C)C)CCCCC2)c(C)c1)c1ccc(-c2cncc(CC(=O)OC)c2)c(C)c1, CCCC[N+](CCCC)(CCCC)CCCC, [F-], C1CCOC1. The reactants are ClC=1C=CC2=C(N=C(S2)SCCNC(=O)NCC)C1 (N-(5-chlorobenzothiazol-2-yl)thioethyl--N'-ethylurea), C(O)([O-])=O.[Na+] (sodium hydrogencarbonate), aqueous solution, OO (hydrogen peroxide). Reagents/catalysts: [O-][W](=O)(=O)[O-].[Na+].[Na+] (sodium tungstate). The solvent is O (water), C(C)(=O)O (acetic acid), C(Cl)Cl (methylene chloride). Conditions: time 1 hour. The product is ClC=1C=CC2=C(N=C(S2)S(=O)CCNC(=O)NCC)C1 (N-(5-chlorobenzothiazol-2-yl)sulfinylethyl--N'-ethylurea). Isolated yield 79.0%. As a reaction SMILES: [Cl:1][C:2]1[CH:3]=[CH:4][C:5]2[S:9][C:8]([S:10][CH2:11][CH2:12][NH:13][C:14]([NH:16][CH2:17][CH3:18])=[O:15])=[N:7][C:6]=2[CH:19]=1.OO.C(=O)([O-])[OH:23].[Na+]>C(O)(=O)C.C(Cl)Cl.O.[O-][W]([O-])(=O)=O.[Na+].[Na+]>[Cl:1][C:2]1[CH:3]=[CH:4][C:5]2[S:9][C:8]([S:10]([CH2:11][CH2:12][NH:13][C:14]([NH:16][CH2:17][CH3:18])=[O:15])=[O:23])=[N:7][C:6]=2[CH:19]=1 |f:2.3,7.8.9|. Reported procedure: Dissolved in a mixed solution of 5.8 ml of acetic acid and 5.8 ml of methylene chloride were 1.15 g (3.65 mmol) of the compound obtained in Example 21, and 0.41 ml (4.02 mmol) of a 30% aqueous solution of hydrogen peroxide and a catalytic quantity of sodium tungstate were successively added to the solution, which was stirred at room temperature for 1 hour. The reaction solution was poured in 116 ml of water, neutralized with sodium hydrogencarbonate and extracted with 116 ml of chloroform. After... The reactants are CON=C(C(=O)OCC)C=1N=C(SC1)NC=O (ethyl 2-methoxyimino-2-(2-formamido-1,3-thiazol-4-yl)acetate), [OH-].[Na+] (sodium hydroxide), Cl (hydrochloric acid). The solvent is O (water), O (water). Yields the product CON=C(C(=O)O)C=1N=C(SC1)NC=O (2-methoxyimino-2-(2-formamido-1,3-thiazol-4-yl)acetic acid). The yield is 40.4%. Reaction SMILES: [OH-].[Na+].[CH3:3][O:4][N:5]=[C:6]([C:12]1[N:13]=[C:14]([NH:17][CH:18]=[O:19])[S:15][CH:16]=1)[C:7]([O:9]CC)=[O:8].Cl>O>[CH3:3][O:4][N:5]=[C:6]([C:12]1[N:13]=[C:14]([NH:17][CH:18]=[O:19])[S:15][CH:16]=1)[C:7]([OH:9])=[O:8] |f:0.1|. Procedure details: A solution of sodium hydroxide (1.6 g.) in water (30 ml.) was dropwise added over 5 minutes with stirring and ice-cooling to a suspension of ethyl 2-methoxyimino-2-(2-formamido-1,3-thiazol-4-yl)acetate (syn isomer) (5.14 g.) in water (60 ml.), and the resulting mixture was stirred for 1.5 hours at 10° to 20° C. The reaction mixture was adjusted to pH 7 with 10% hydrochloric acid and washed twice with ethyl acetate (100 ml.). To the aqueous layer was added ethyl acetate (200 ml.), and the resulti... Reactants: COC(=O)c1ccc(B2OC(C)(C)C(C)(C)O2)cc1C, CC#N, CC(C)(C)OC(=O)N1CC=C(OS(=O)(=O)C(F)(F)F)CC1, [Na+], [Na+], O=C([O-])[O-]. The product is COC(=O)c1ccc(C2=CCN(C(=O)OC(C)(C)C)CC2)cc1C. As a reaction SMILES: [CH3:22][c:23]1[c:24]([C:25](=[O:26])[O:27][CH3:28])[cH:29][cH:30][c:31]([B:33]2[O:34][C:35]([CH3:36])([CH3:37])[C:38]([CH3:39])([CH3:40])[O:41]2)[cH:32]1.[CH3:48][C:49]#[N:50].[F:1][C:2]([F:3])([F:4])[S:5]([O:6][C:7]1=[CH:12][CH2:11][N:10]([C:13](=[O:14])[O:15][C:16]([CH3:17])([CH3:18])[CH3:19])[CH2:9][CH2:8]1)(=[O:20])=[O:21].[Na+:42].[Na+:43].[O-:44][C:45](=[O:46])[O-:47]>>[C:7]1([c:31]2[cH:30][cH:29][c:24]([C:25](=[O:26])[O:27][CH3:28])[c:23]([CH3:22])[cH:32]2)=[CH:12][CH2:11][N:10]([C:13](=[O:14])[O:15][C:16]([CH3:17])([CH3:18])[CH3:19])[CH2:9][CH2:8]1. The reactants are C(=O)NC=1SC=C(N1)CC(=O)N[C@H]1[C@@H]2N(C(=C(CS2)C=2SC(=NN2)C)C(=S)OC(C2=CC=CC=C2)C2=CC=CC=C2)C1=O (benzhydryl 7β-[2-(2-formylaminothiazol-4-yl)acetamido]-3-(5-methyl-1,3,4-thiadiazol-2-yl)thio-3-cephem-4-carboxylate), C(C)(C)OC(C)C (diisopropyl ether), FC(C(=O)O)(F)F (trifluoroacetic acid). The solvent is ClCCl (dichloromethane), C1(=CC=CC=C1)OC (anisole). Reaction conditions: time 45 minute. Product: C(=O)NC=1SC=C(N1)CC(=O)N[C@H]1[C@@H]2N(C(=C(CS2)C=2SC(=NN2)C)C(=S)O)C1=O (7β-[2-(2-formylaminothiazol-4-yl)acetamido]-3-(5-methyl-1,3,4-thiadiazol-2-yl)thio-3-cephem-4-carboxylic acid). The yield is 54.9%. RXN SMILES: [CH:1]([NH:3][C:4]1[S:5][CH:6]=[C:7]([CH2:9][C:10]([NH:12][C@@H:13]2[C:42](=[O:43])[N:15]3[C:16]([C:26]([O:28]C(C4C=CC=CC=4)C4C=CC=CC=4)=[S:27])=[C:17]([C:20]4[S:21][C:22]([CH3:25])=[N:23][N:24]=4)[CH2:18][S:19][C@H:14]23)=[O:11])[N:8]=1)=[O:2].FC(F)(F)C(O)=O.C(OC(C)C)(C)C>ClCCl.C1(OC)C=CC=CC=1>[CH:1]([NH:3][C:4]1[S:5][CH:6]=[C:7]([CH2:9][C:10]([NH:12][C@@H:13]2[C:42](=[O:43])[N:15]3[C:16]([C:26]([OH:28])=[S:27])=[C:17]([C:20]4[S:21][C:22]([CH3:25])=[N:23][N:24]=4)[CH2:18][S:19][C@H:14]23)=[O:11])[N:8]=1)=[O:2]. Procedure details: To a solution of benzhydryl 7β-[2-(2-formylaminothiazol-4-yl)acetamido]-3-(5-methyl-1,3,4-thiadiazol-2-yl)thio-3-cephem-4-carboxylate (1.2 g) in a mixture of dichloromethane (3.6 ml) and anisole (1.2 ml) was added trifluoroacetic acid (2.4 ml) under ice-cooling. The mixture was stirred at the same temperature for 45 minutes. The reaction mixture was poured into diisopropyl ether (80 ml) and the resulting precipitate was collected by filtration and dried in vacuo. The precipitate was dissolved in... The product is O=S1(=O)c2ccccc2C=Cc2ccc(CO)cc21. As a reaction SMILES: [O:21]1[CH2:22][CH2:23][CH2:24][CH2:25]1.[OH2:26].[cH:1]1[cH:2][c:3]([C:18](=[O:19])[OH:20])[cH:4][c:5]2[c:11]1[CH:10]=[CH:9][c:8]1[c:7]([cH:15][cH:14][cH:13][cH:12]1)[S:6]2(=[O:16])=[O:17]>>[cH:1]1[cH:2][c:3]([CH2:18][OH:19])[cH:4][c:5]2[c:11]1[CH:10]=[CH:9][c:8]1[c:7]([cH:15][cH:14][cH:13][cH:12]1)[S:6]2(=[O:16])=[O:17]. The reactants are C1CCOC1, O, O=C(O)c1ccc2c(c1)S(=O)(=O)c1ccccc1C=C2. Starting materials: BrN1C(CCC1=O)=O (N-bromosuccinimide), C(C1=CC=CC=C1)(=O)OOC(C1=CC=CC=C1)=O (benzoyl peroxide), COC(C1=C(C=CC(=C1)C)F)=O (2-fluoro-5-methyl-benzoic acid methyl ester). The solvent is C(Cl)(Cl)(Cl)Cl (carbon tetrachloride). Yields the product COC(C1=C(C=CC(=C1)C=O)F)=O (2-Fluoro-5-formyl-benzoic acid methyl ester). Isolated yield 19.9%. RXN SMILES: BrN1[C:6](=O)[CH2:5][CH2:4][C:3]1=[O:8].C(OOC(=O)C1C=CC=CC=1)(=O)C1C=CC=CC=1.[CH3:27][O:28][C:29](=[O:38])[C:30]1[CH:35]=C(C)C=C[C:31]=1[F:37]>C(Cl)(Cl)(Cl)Cl>[CH3:27][O:28][C:29](=[O:38])[C:30]1[CH:35]=[C:4]([CH:3]=[O:8])[CH:5]=[CH:6][C:31]=1[F:37]. Procedure: Add N-bromosuccinimide (2.46 g, 13.86 mmol) and benzoyl peroxide (0.152 g, 0.630 mmol) to a solution of 2-fluoro-5-methyl-benzoic acid methyl ester (1.06 g, 6.30 mmol) in carbon tetrachloride (50 mL). Heat the mixture at reflux for 4 h. Cool the mixture to room temperature and wash with saturated aqueous sodium bicarbonate solution (10 mL) and brine (10 mL). Dry the organic layer over anhydrous sodium sulfate, filter, and concentrate under reduced pressure. Dissolve the resulting residue in dime... The reactants are Cc1cc([N+](=O)[O-])cc(C)c1Oc1ccc(OCc2ccccc2)c(S(=O)(=O)Cl)c1, CC(C)(C)CN, CN1CCOCC1, ClCCl. The product is Cc1cc([N+](=O)[O-])cc(C)c1Oc1ccc(OCc2ccccc2)c(S(=O)(=O)NCC(C)(C)C)c1. Reaction SMILES: [CH2:1]([c:2]1[cH:3][cH:4][cH:5][cH:6][cH:7]1)[O:8][c:9]1[c:10]([S:27](=[O:28])(=[O:29])[Cl:30])[cH:11][c:12]([O:15][c:16]2[c:17]([CH3:26])[cH:18][c:19]([N+:23](=[O:24])[O-:25])[cH:20][c:21]2[CH3:22])[cH:13][cH:14]1.[CH2:38]([C:39]([CH3:40])([CH3:41])[CH3:42])[NH2:43].[CH3:31][N:32]1[CH2:33][CH2:34][O:35][CH2:36][CH2:37]1.[Cl:44][CH2:45][Cl:46]>>[CH2:1]([c:2]1[cH:3][cH:4][cH:5][cH:6][cH:7]1)[O:8][c:9]1[c:10]([S:27](=[O:28])(=[O:29])[NH:43][CH2:38][C:39]([CH3:40])([CH3:41])[CH3:42])[cH:11][c:12]([O:15][c:16]2[c:17]([CH3:26])[cH:18][c:19]([N+:23](=[O:24])[O-:25])[cH:20][c:21]2[CH3:22])[cH:13][cH:14]1.